This data is from the Open Reaction Database (ORD), a public repository of structured organic reaction records. The task is: describe an organic reaction: reactants, conditions, products, and yield The reactants are S(=O)(Cl)Cl (Thionyl chloride), FC1=C(C=CC(=C1)C1=NC(=NO1)C1=CC=C(CN(CCO)CCO)C=C1)C1=CC=CC=C1 (2-[{4-[5-(2-fluoro-biphenyl-4-yl)-1,2,4-oxadiazole-3-yl]benzyl}(2-hydroxyethyl)-amino]ethanol), ClCCl (dichloromethane), CN(C=O)C (N,N-Dimethylformamide). Conditions: temperature 80 celsius. Product: ClCCN(CC1=CC=C(C=C1)C1=NOC(=N1)C1=CC(=C(C=C1)C1=CC=CC=C1)F)CCCl (bis-(2-chloroethyl){4-[5-(2-fluorobiphenyl-4-yl)-1,2,4-oxadiazole-3-yl]benzyl}amine). RXN SMILES: S(Cl)([Cl:3])=O.[F:5][C:6]1[CH:11]=[C:10]([C:12]2[O:16][N:15]=[C:14]([C:17]3[CH:30]=[CH:29][C:20]([CH2:21][N:22]([CH2:26]CO)[CH2:23][CH2:24]O)=[CH:19][CH:18]=3)[N:13]=2)[CH:9]=[CH:8][C:7]=1[C:31]1[CH:36]=[CH:35][CH:34]=[CH:33][CH:32]=1.CN(C)C=O.Cl[CH2:43][Cl:44]>>[Cl:3][CH2:24][CH2:23][N:22]([CH2:26][CH2:43][Cl:44])[CH2:21][C:20]1[CH:29]=[CH:30][C:17]([C:14]2[N:13]=[C:12]([C:10]3[CH:9]=[CH:8][C:7]([C:31]4[CH:36]=[CH:35][CH:34]=[CH:33][CH:32]=4)=[C:6]([F:5])[CH:11]=3)[O:16][N:15]=2)=[CH:18][CH:19]=1. Procedure: Thionyl chloride (52 mL, 0.716 mol) is added drop wise to a stirred solution of 2-[{4-[5-(2-fluoro-biphenyl-4-yl)-1,2,4-oxadiazole-3-yl]benzyl}(2-hydroxyethyl)-amino]ethanol (31 g, 0.0715 mol) in dichloromethane (150 mL) at 0° C. N,N-Dimethylformamide (2 mL) is added and the reaction mixture is heated at 80° C. for 1 h. Excess thionyl chloride is removed under reduced pressure and the residue is made alkaline (pH ˜9) by the addition of an aqueous sodium hydroxide solution (4N, 150 mL) at room te... The reactants are C(C)N(C(C1=CN=C(C=C1)C=CC1=C(C=CC=C1)[N+](=O)[O-])=O)CC.NC1=C(CCC2=NC=C(C(=O)N(CC)CC)C=C2)C=CC=C1 (6-(o-Aminophenethyl)-N,N-diethylnicotinamide N,N-diethyl-6-(o-nitrostyryl)nicotinamide), Example 2 ( a ), NC1=C(CCC2=NC=CC=C2)C=CC=C1 (2-(o-aminophenethyl)pyridine). The reagents and catalysts are [Pd] (palladium on carbon). Run in C(C)O (ethanol). Yields the product NC1=C(CCC2=NC=C(C(=O)N(CC)CC)C=C2)C=CC=C1 (6-(o-aminophenethyl)-N,N-diethylnicotinamide). As a reaction SMILES: [CH2:1]([N:3]([CH2:23][CH3:24])[C:4](=[O:22])[C:5]1[CH:10]=[CH:9][C:8]([CH:11]=[CH:12][C:13]2[CH:18]=[CH:17][CH:16]=[CH:15][C:14]=2[N+:19]([O-])=O)=[N:7][CH:6]=1)[CH3:2].NC1C=CC=CC=1CCC1C=CC(C(N(CC)CC)=O)=CN=1.NC1C=CC=CC=1CCC1C=CC=CN=1>[Pd].C(O)C>[NH2:19][C:14]1[CH:15]=[CH:16][CH:17]=[CH:18][C:13]=1[CH2:12][CH2:11][C:8]1[CH:9]=[CH:10][C:5]([C:4]([N:3]([CH2:23][CH3:24])[CH2:1][CH3:2])=[O:22])=[CH:6][N:7]=1 |f:0.1|. Reported procedure: 6-(o-Aminophenethyl)-N,N-diethylnicotinamide N,N-diethyl-6-(o-nitrostyryl)nicotinamide (16.3 g., 0.05 mole) reduced in 150 ml. of ethanol employing 0.1 g. of 10% palladium on carbon catalyst according to the procedure described in Example 2 (a) for 2-(o-aminophenethyl)pyridine provides 6-(o-aminophenethyl)-N,N-diethylnicotinamide base. Addition of ethanolic hydrogen chloride to the nicotinamide base in ethanol provides 6-(o-aminophenethyl)-N,N-diethylnicotinamide dihydrochloride, m.p. 224°-226° ... The reactants are CCCOc1ccccc1-c1nc2nc(SC)ncc2c(=O)[nH]1, CSCCCN, CCO. Product: CCCOc1ccccc1-c1nc2nc(NCCCSC)ncc2c(=O)[nH]1. Reaction SMILES: [CH3:1][S:2][c:3]1[n:4][cH:5][c:6]2[c:7]([n:8]1)[n:9][c:10](-[c:14]1[c:15]([O:20][CH2:21][CH2:22][CH3:23])[cH:16][cH:17][cH:18][cH:19]1)[nH:11][c:12]2=[O:13].[CH3:24][S:25][CH2:26][CH2:27][CH2:28][NH2:29].[CH3:30][CH2:31][OH:32]>>[c:3]1([NH:29][CH2:28][CH2:27][CH2:26][S:25][CH3:24])[n:4][cH:5][c:6]2[c:7]([n:8]1)[n:9][c:10](-[c:14]1[c:15]([O:20][CH2:21][CH2:22][CH3:23])[cH:16][cH:17][cH:18][cH:19]1)[nH:11][c:12]2=[O:13]. Yields the product c1ccc2c(c1)CCC2Nc1ccc2c(C3CC3)cccc2n1. Reactants: CC(=O)[O-], CC(=O)[O-], Cc1ccccc1, Ic1cccc2nc(NC3CCc4ccccc43)ccc12, OB(O)C1CC1, C1CCC(P(C2CCCCC2)C2CCCCC2)CC1, [K+], [K+], [K+], O, O=P([O-])([O-])[O-], [Pd+2]. RXN SMILES: [C:63]([O-:64])(=[O:65])[CH3:66].[C:68]([O-:69])(=[O:70])[CH3:71].[CH3:55][c:56]1[cH:57][cH:58][cH:59][cH:60][cH:61]1.[CH:1]1([NH:10][c:11]2[n:12][c:13]3[cH:14][cH:15][cH:16][c:17]([I:21])[c:18]3[cH:19][cH:20]2)[CH2:2][CH2:3][c:4]2[cH:5][cH:6][cH:7][cH:8][c:9]21.[CH:22]1([B:25]([OH:26])[OH:27])[CH2:23][CH2:24]1.[CH:28]1([P:29]([CH:30]2[CH2:31][CH2:32][CH2:33][CH2:34][CH2:35]2)[CH:36]2[CH2:37][CH2:38][CH2:39][CH2:40][CH2:41]2)[CH2:42][CH2:43][CH2:44][CH2:45][CH2:46]1.[K+:52].[K+:53].[K+:54].[OH2:62].[P:47]([O-:48])([O-:49])([O-:50])=[O:51].[Pd+2:67]>>[CH:1]1([NH:10][c:11]2[n:12][c:13]3[cH:14][cH:15][cH:16][c:17]([CH:22]4[CH2:23][CH2:24]4)[c:18]3[cH:19][cH:20]2)[CH2:2][CH2:3][c:4]2[cH:5][cH:6][cH:7][cH:8][c:9]21. The reactants are [H-].[Na+] (Sodium hydride), C1(=CC=CC=C1)C1=NNC=C1N1CCN(CC1)C(=O)OC(C)(C)C (tert-butyl 4-(3-phenyl-1H-pyrazol-4-yl)piperazine-1-carboxylate), ClCC#N (chloroacetonitrile). The solvent is CN(C)C=O (DMF), CN(C)C=O (DMF). Reaction conditions: temperature 0 celsius, time 30 minute. The product is C(#N)CN1N=C(C(=C1)N1CCN(CC1)C(=O)OC(C)(C)C)C1=CC=CC=C1 (tert-butyl 4-(1-(cyanomethyl)-3-phenyl-1H-pyrazol-4-yl)piperazine-1-carboxylate). As a reaction SMILES: [H-].[Na+].[C:3]1([C:9]2[C:13]([N:14]3[CH2:19][CH2:18][N:17]([C:20]([O:22][C:23]([CH3:26])([CH3:25])[CH3:24])=[O:21])[CH2:16][CH2:15]3)=[CH:12][NH:11][N:10]=2)[CH:8]=[CH:7][CH:6]=[CH:5][CH:4]=1.Cl[CH2:28][C:29]#[N:30]>CN(C=O)C>[C:29]([CH2:28][N:11]1[CH:12]=[C:13]([N:14]2[CH2:15][CH2:16][N:17]([C:20]([O:22][C:23]([CH3:26])([CH3:25])[CH3:24])=[O:21])[CH2:18][CH2:19]2)[C:9]([C:3]2[CH:4]=[CH:5][CH:6]=[CH:7][CH:8]=2)=[N:10]1)#[N:30] |f:0.1|. Procedure details: Sodium hydride (0.1 g) was taken in dry DMF (2 ml) and a solution of tert-butyl 4-(3-phenyl-1H-pyrazol-4-yl)piperazine-1-carboxylate (0.5 g in 2 ml of DMF) was added slowly at 0° C. The reaction mixture was stirred for 30 min at 0° C. and a solution of chloroacetonitrile (0.138 g) in DMF (1 ml) was added very slowly. The reaction mixture was allowed to stir over night at room temperature. The reaction mixture was quenched with cold water (5 ml) and extracted with ethyl acetate (3×40 ml). Evapora... Reactants: CCN=C=NCCCN(C)C, Cl, O=C(O)c1cc(F)ccc1[N+](=O)[O-], CC(C)NC(=O)CN, CN(C)C=O, O, On1nnc2ccccc21. Yields the product CC(C)NC(=O)CNC(=O)c1cc(F)ccc1[N+](=O)[O-]. As a reaction SMILES: [CH3:26][N:27]([CH3:28])[CH2:29][CH2:30][CH2:31][N:32]=[C:33]=[N:34][CH2:35][CH3:36].[ClH:25].[F:1][c:2]1[cH:3][cH:4][c:5]([N+:11](=[O:12])[O-:13])[c:6]([C:7](=[O:8])[OH:9])[cH:10]1.[NH2:37][CH2:38][C:39](=[O:40])[NH:41][CH:42]([CH3:43])[CH3:44].[O:45]=[CH:46][N:47]([CH3:48])[CH3:49].[OH2:14].[OH:15][n:16]1[c:17]2[cH:18][cH:19][cH:20][cH:21][c:22]2[n:23][n:24]1>>[F:1][c:2]1[cH:3][cH:4][c:5]([N+:11](=[O:12])[O-:13])[c:6]([C:7](=[O:9])[NH:37][CH2:38][C:39](=[O:40])[NH:41][CH:42]([CH3:43])[CH3:44])[cH:10]1.